This data is from the Open Reaction Database (ORD), a public repository of structured organic reaction records. The task is: describe an organic reaction: reactants, conditions, products, and yield The reactants are [N+](=O)([O-])C1=CC=C(C=C1)N=C=S (4-nitrophenyl isothiocyanate), N-methylcyclohexylcarbodiimide-N-methyl-polystyrene resin, C(C)(C)(C)OC(NCCCNC1=C(C=CC(=C1)C(=O)N(CCC(C)C)CCC(C)C)N)=O (tert-butyl-3-[(2-amino-5-{[bis(3-methylbutyl)amino]carbonyl}phenyl)amino]propylcarbamate), Example A1. The solvent is O1CCCC1 (tetrahydrofuran). Yields the product CC(CCN(C(=O)C=1C=CC2=C(N(C(=N2)NC2=CC=C(C=C2)[N+](=O)[O-])CCCNC(OC(C)(C)C)=O)C1)CCC(C)C)C (tert-butyl 3-{6-{[bis(3-methylbutyl)amino]carbonyl}-2-[(4-nitrophenyl) amino]-1H-benzimidazol-1-yl}propylcarbamate). The yield is 88.0%. Reaction SMILES: [N+:1]([C:4]1[CH:9]=[CH:8][C:7]([N:10]=[C:11]=S)=[CH:6][CH:5]=1)([O-:3])=[O:2].[C:13]([O:17][C:18](=[O:44])[NH:19][CH2:20][CH2:21][CH2:22][NH:23][C:24]1[CH:29]=[C:28]([C:30]([N:32]([CH2:38][CH2:39][CH:40]([CH3:42])[CH3:41])[CH2:33][CH2:34][CH:35]([CH3:37])[CH3:36])=[O:31])[CH:27]=[CH:26][C:25]=1[NH2:43])([CH3:16])([CH3:15])[CH3:14]>O1CCCC1>[CH3:41][CH:40]([CH3:42])[CH2:39][CH2:38][N:32]([CH2:33][CH2:34][CH:35]([CH3:37])[CH3:36])[C:30]([C:28]1[CH:27]=[CH:26][C:25]2[N:43]=[C:11]([NH:10][C:7]3[CH:8]=[CH:9][C:4]([N+:1]([O-:3])=[O:2])=[CH:5][CH:6]=3)[N:23]([CH2:22][CH2:21][CH2:20][NH:19][C:18](=[O:44])[O:17][C:13]([CH3:16])([CH3:14])[CH3:15])[C:24]=2[CH:29]=1)=[O:31]. Procedure: 4-nitrophenyl isothiocyanate (305 mg, 1.5 eq) and N-methylcyclohexylcarbodiimide-N-methyl-polystyrene resin (acquired from Novabiochem; charge 1.9 mmol/g; 1.75 g, 3 eq) are successively added to a solution of tert-butyl-3-[(2-amino-5-{[bis(3-methylbutyl)amino]carbonyl}phenyl)amino]propylcarbamate prepared according to Example A1 (500 mg, 1 eq) in tetrahydrofuran (30 ml). The mixture is heated under reflux for 18 hours then cooled down to ambient temperature and filtered on frit. The filtrate is ... Starting materials: C(C)(C)(C)OC(=O)N[C@H](C(=O)NCCC(=O)OC[C@@H](OC(CCNC([C@@H](NC(OC(C)(C)C)=O)C)=O)=O)COC1=CC=C(C=C1)C1=C(C(=NC(=C1C#N)SCC=1N=C(OC1)C1=CC=C(C=C1)Cl)N)C#N)C ((6S,13S)-13-({4-[2-Amino-6-({[2-(4-chlorophenyl)-1,3-oxazol-4-yl]methyl}sulfanyl)-3,5-dicyanopyridin-4-yl]phenoxy}methyl)-2,2,6-trimethyl-4,7,11-trioxo-3,12-dioxa-5,8-diazatetradecan-14-yl 3-({(2S)-2-[(tert-butoxycarbonyl)amino]propanoyl}amino)propanoate), Cl (hydrogen chloride). Run in ClCCl (dichloromethane). Conditions: time 1 hour. Product: Cl.Cl.N[C@H](C(=O)NCCC(=O)OC[C@H](COC1=CC=C(C=C1)C1=C(C(=NC(=C1C#N)SCC=1N=C(OC1)C1=CC=C(C=C1)Cl)N)C#N)OC(CCNC([C@H](C)N)=O)=O)C ((2S)-3-{4-[2-Amino-6-({[2-(4-chlorophenyl)-1,3-oxazol-4-yl]methyl}sulfanyl)-3,5-dicyanopyridin-4-yl]phenoxy}propane-1,2-diyl bis(3-{[(2S)-2-aminopropanoyl)amino}propanoate)dihydrochloride). RXN SMILES: C(OC([NH:8][C@@H:9]([CH3:71])[C:10]([NH:12][CH2:13][CH2:14][C:15]([O:17][CH2:18][C@H:19]([CH2:38][O:39][C:40]1[CH:45]=[CH:44][C:43]([C:46]2[C:51]([C:52]#[N:53])=[C:50]([S:54][CH2:55][C:56]3[N:57]=[C:58]([C:61]4[CH:66]=[CH:65][C:64]([Cl:67])=[CH:63][CH:62]=4)[O:59][CH:60]=3)[N:49]=[C:48]([NH2:68])[C:47]=2[C:69]#[N:70])=[CH:42][CH:41]=1)[O:20][C:21](=[O:37])[CH2:22][CH2:23][NH:24][C:25](=[O:36])[C@H:26]([CH3:35])[NH:27]C(=O)OC(C)(C)C)=[O:16])=[O:11])=O)(C)(C)C.[ClH:72]>ClCCl>[ClH:67].[ClH:72].[NH2:8][C@@H:9]([CH3:71])[C:10]([NH:12][CH2:13][CH2:14][C:15]([O:17][CH2:18][C@@H:19]([O:20][C:21](=[O:37])[CH2:22][CH2:23][NH:24][C:25](=[O:36])[C@@H:26]([NH2:27])[CH3:35])[CH2:38][O:39][C:40]1[CH:45]=[CH:44][C:43]([C:46]2[C:51]([C:52]#[N:53])=[C:50]([S:54][CH2:55][C:56]3[N:57]=[C:58]([C:61]4[CH:62]=[CH:63][C:64]([Cl:67])=[CH:65][CH:66]=4)[O:59][CH:60]=3)[N:49]=[C:48]([NH2:68])[C:47]=2[C:69]#[N:70])=[CH:42][CH:41]=1)=[O:16])=[O:11] |f:3.4.5|. Procedure: An amount of 200 mg (0.196 mmol) of the compound from example 46A was introduced in 60 ml of dichloromethane, and hydrogen chloride gas was passed into this solution. After one hour of stirring at RT, the solution was concentrated under reduced pressure to a volume of approximately 30 ml and was admixed with 50 ml of ethyl acetate. The precipitated solid was isolated by suction filtration, washed with ethyl acetate and dried under a high vacuum at 100° C. for 5 hours. This gave 151 mg (86% of th... Reactants: CO (MeOH), C(C)(C)(C)OC(N[C@H]1CNC[C@@H](C1)C)=O (((3R,5R)-5-Methyl-piperidin-3-yl)-carbamic acid tert-butyl ester), C(C)(=O)OC(C)=O (acetic anhydride), N1=CC=CC=C1 (Pyridine). The solvent is C(Cl)Cl (DCM). Run at time 8 hour. Product: C(C)(C)(C)OC(N[C@H]1CN(C[C@@H](C1)C)C(C)=O)=O (((3R,5R)-1-acetyl-5-methyl-piperidin-3-yl)-carbamic acid tert-butyl ester). The yield is 100.9%. RXN SMILES: [C:1]([O:5][C:6](=[O:15])[NH:7][C@@H:8]1[CH2:13][C@@H:12]([CH3:14])[CH2:11][NH:10][CH2:9]1)([CH3:4])([CH3:3])[CH3:2].N1C=CC=CC=1.[C:22](OC(=O)C)(=[O:24])[CH3:23].CO>C(Cl)Cl>[C:1]([O:5][C:6](=[O:15])[NH:7][C@@H:8]1[CH2:13][C@@H:12]([CH3:14])[CH2:11][N:10]([C:22](=[O:24])[CH3:23])[CH2:9]1)([CH3:4])([CH3:2])[CH3:3]. Procedure: ((3R,5R)-5-Methyl-piperidin-3-yl)-carbamic acid tert-butyl ester (0.422 g, 1.971 mmol) was dissolved in DCM. Pyridine (0.2 mL, 2.56 mmol) was added, followed by acetic anhydride (0.24 mL, 2.56 mmol). The resulting colorless solution was stirred at RT overnight. 1 mL of MeOH was added and the mixture was stirred for about 30 minutes before being evaporated. The residue was partitioned between EtOAc and aqueous 1M HCl. The aqueous layer was extracted with EtOAc. The combined organic layers were wa... The reactants are C(C=C)N1C(NC=2C3=C(CC4(CCCCC4)C2C1=O)C=CC=C3)=S (3-allyl-2-thioxo-2,3-dihydro-1H-spiro[benzo[h]quinazoline-5,1′-cyclohexan]-4(6H)-one), C(C)(=O)NC1=CC=C(CCl)C=C1 (4-acetamidobenzyl chloride), [OH-].[K+] (potassium hydroxide), [I-].[Na+] (sodium iodide). The solvent is C(C)O (ethanol), O (water). Yields the product C(C=C)N1C(=NC=2C3=C(CC4(CCCCC4)C2C1=O)C=CC=C3)SCC3=CC=C(C=C3)NC(C)=O (N-(4-((3-allyl-4-oxo-4,6-dihydro-3H-spiro[benzo[h]quinazoline-5,1′-cyclohexane]-2-ylthio)methyl)phenyl)acetamide). RXN SMILES: [CH2:1]([N:4]1[C:18](=[O:19])[C:17]2[C:11]3([CH2:16][CH2:15][CH2:14][CH2:13][CH2:12]3)[CH2:10][C:9]3[CH:20]=[CH:21][CH:22]=[CH:23][C:8]=3[C:7]=2[NH:6][C:5]1=[S:24])[CH:2]=[CH2:3].[C:25]([NH:28][C:29]1[CH:36]=[CH:35][C:32]([CH2:33]Cl)=[CH:31][CH:30]=1)(=[O:27])[CH3:26].[OH-].[K+].[I-].[Na+]>C(O)C.O>[CH2:1]([N:4]1[C:18](=[O:19])[C:17]2[C:11]3([CH2:12][CH2:13][CH2:14][CH2:15][CH2:16]3)[CH2:10][C:9]3[CH:20]=[CH:21][CH:22]=[CH:23][C:8]=3[C:7]=2[N:6]=[C:5]1[S:24][CH2:33][C:32]1[CH:31]=[CH:30][C:29]([NH:28][C:25](=[O:27])[CH3:26])=[CH:36][CH:35]=1)[CH:2]=[CH2:3] |f:2.3,4.5|. Reported procedure: A mixture of 3-allyl-2-thioxo-2,3-dihydro-1H-spiro[benzo[h]quinazoline-5,1′-cyclohexan]-4(6H)-one (5, 0.100 g, 0.295 mmol), 4-acetamidobenzyl chloride (0.060 g, 0.325 mmol), potassium hydroxide (0.025 g, 0.443 mmol), and catalytic sodium iodide (4.43 mg, 0.030 mmol) in ethanol (1.738 ml) was refluxed for 24 h. 1 ml of water was added to the cooled reaction and the mixture was extracted with EtOAc 2×. The combined organics were washed with brine, dried over sodium sulfate, filtered and concentrat... Reactants: CC#N, CCOC(C)=O, C(=NC1CCCCC1)=NC1CCCCC1, O=C1CCC(=O)N1O. Product: O=C(NC1CCCCC1)NC1CCCCC1. Reaction SMILES: [CH3:1][C:2]#[N:3].[CH3:27][CH2:28][O:29][C:30](=[O:31])[CH3:32].[CH:4]1([N:10]=[C:11]=[N:12][CH:13]2[CH2:14][CH2:15][CH2:16][CH2:17][CH2:18]2)[CH2:5][CH2:6][CH2:7][CH2:8][CH2:9]1.[OH:19][N:20]1[C:21](=[O:22])[CH2:23][CH2:24][C:25]1=[O:26]>>[CH:4]1([NH:10][C:11]([NH:12][CH:13]2[CH2:14][CH2:15][CH2:16][CH2:17][CH2:18]2)=[O:19])[CH2:5][CH2:6][CH2:7][CH2:8][CH2:9]1. The reactants are C(CCCCCCCCC)(=O)OC1CC2(CC1)CC(N(C(C2)=O)CCCCBr)=O (8-(4-Bromobutyl)-7,9-dioxo-8-azaspiro[4.5]decan-2-yl decanoate), C=1C=CC2=C(C1)C(=NS2)N3CCNCC3 (BITP), C(=O)([O-])[O-].[K+].[K+] (K2CO3), CO.C(Cl)Cl (MeOH CH2Cl2). Solvent: CC#N (CH3CN). The product is C(CCCCCCCCC)(=O)OC1CC2(CC1)CC(N(C(C2)=O)CCCCN2CCN(CC2)C2=NSC1=C2C=CC=C1)=O (8-[4-[4-(1,2-Benzisothiazol-3-yl)-1-piperazinyl]butyl]-7, 9-dioxo-8-azaspiro[4.5]decan-2-yl Decanoate). The yield is 51.6%. RXN SMILES: [C:1]([O:12][CH:13]1[CH2:17][CH2:16][C:15]2([CH2:22][C:21](=[O:23])[N:20]([CH2:24][CH2:25][CH2:26][CH2:27]Br)[C:19](=[O:29])[CH2:18]2)[CH2:14]1)(=[O:11])[CH2:2][CH2:3][CH2:4][CH2:5][CH2:6][CH2:7][CH2:8][CH2:9][CH3:10].[CH:30]1[CH:31]=[CH:32][C:33]2[S:38][N:37]=[C:36]([N:39]3[CH2:44][CH2:43][NH:42][CH2:41][CH2:40]3)[C:34]=2[CH:35]=1.C([O-])([O-])=O.[K+].[K+].CO.C(Cl)Cl>CC#N>[C:1]([O:12][CH:13]1[CH2:17][CH2:16][C:15]2([CH2:22][C:21](=[O:23])[N:20]([CH2:24][CH2:25][CH2:26][CH2:27][N:42]3[CH2:43][CH2:44][N:39]([C:36]4[C:34]5[CH:35]=[CH:30][CH:31]=[CH:32][C:33]=5[S:38][N:37]=4)[CH2:40][CH2:41]3)[C:19](=[O:29])[CH2:18]2)[CH2:14]1)(=[O:11])[CH2:2][CH2:3][CH2:4][CH2:5][CH2:6][CH2:7][CH2:8][CH2:9][CH3:10] |f:2.3.4,5.6|. Reported procedure: 8-(4-Bromobutyl)-7,9-dioxo-8-azaspiro[4.5]decan-2-yl decanoate (3.03 g, 1.00 equiv), BITP 14 (2.38 g, 1.69 equiv) and K2CO3 (3.37 g, 3.80 equiv) were reacted in 125 mL of CH3CN according to the general procedure. Flash chromatography with a 3% to 5% MeOH/CH2Cl2 gradient yielded 12 (2.02 g, 52%) as a yellow oil. Conversion to the oxalate salt and recrystallization from CH3CN/EtOH afforded the analytically pure test compound, m.p. 117-9° C. The reactants are FC=1C=C(C=CC1)O (3-fluorophenol), BrCC(=O)N (2-bromoacetamide), C(=O)([O-])[O-].[K+].[K+] (K2CO3), C(=O)([O-])[O-].[Cs+].[Cs+] (Cs2CO3). The solvent is CC(=O)C (acetone). Yields the product FC=1C=C(OCC(=O)N)C=CC1 (2-(3-fluorophenoxy)acetamide). Isolated yield 29.9%. Reaction SMILES: [F:1][C:2]1[CH:3]=[C:4]([OH:8])[CH:5]=[CH:6][CH:7]=1.Br[CH2:10][C:11]([NH2:13])=[O:12].C([O-])([O-])=O.[K+].[K+].C([O-])([O-])=O.[Cs+].[Cs+]>CC(C)=O>[F:1][C:2]1[CH:3]=[C:4]([CH:5]=[CH:6][CH:7]=1)[O:8][CH2:10][C:11]([NH2:13])=[O:12] |f:2.3.4,5.6.7|. Procedure details: A mixture of 3-fluorophenol (11.2 g, 100 mmol), 2-bromoacetamide (13.8 g, 100 mmol), K2CO3 (13.82 g, 100 mmol) and Cs2CO3 (32.58 g, 100 mmol) in acetone (150 mL) was refluxed overnight. The mixture was cooled to rt and filtered and the filtrate was concentrated in vacuo. The residue was purified by a silica gel column chromatography (PE/EtOAc (V/V)=1:1) to give the title compound as a white solid (5.06 g, 30%). The reactants are C(C)(C)(C)OC(=O)N1CC2C(N(C=3C(=CC(=CC23)NC2=NC=CC=C2)C(F)(F)F)C)CC1 (5-methyl-8-(pyridinylamino)-6-trifluoromethyl-1,3,4,4a,5,9b-hexahydro-pyrido[4,3-b]indole-2-carboxylic acid tert-butyl ester), CC(C)(C)[O-].[Na+] (NaOt-Bu), C(C)(C)(C)OC(=O)N1C[C@@H]2[C@@H](N(C=3C(=CC(=CC23)Br)C#N)C)CC1 ((4aS,9bR)-8-bromo-6-cyano-5-methyl-1,3,4,4a,5,9b-hexahydro-pyrido[4,3-b]indole-2-carboxylic acid tert-butyl ester), FC(C1=CC=C(C=N1)N)(F)F (6-trifluoromethyl-pyridin-3-ylamine). The product is CN1[C@@H]2[C@H](C3=CC(=CC(=C13)C#N)NC=1C=NC(=CC1)C(F)(F)F)CNCC2 ((4aS,9bR)-5-methyl-8-(6-trifluoromethyl-pyridin-3-ylamino)-2,3,4,4a,5,9b-hexahydro-1H-pyrido[4,3-b]indole-6-carbonitrile). As a reaction SMILES: C(OC(N1CCC2N(C)C3C(C(F)(F)F)=CC(NC4C=CC=CN=4)=CC=3C2C1)=O)(C)(C)C.C(OC([N:40]1[CH2:56][CH2:55][C@@H:43]2[N:44]([CH3:54])[C:45]3[C:46]([C:52]#[N:53])=[CH:47][C:48](Br)=[CH:49][C:50]=3[C@@H:42]2[CH2:41]1)=O)(C)(C)C.[F:57][C:58]([F:67])([F:66])[C:59]1[N:64]=[CH:63][C:62]([NH2:65])=[CH:61][CH:60]=1.CC([O-])(C)C.[Na+]>>[CH3:54][N:44]1[C:45]2[C:50](=[CH:49][C:48]([NH:65][C:62]3[CH:63]=[N:64][C:59]([C:58]([F:67])([F:57])[F:66])=[CH:60][CH:61]=3)=[CH:47][C:46]=2[C:52]#[N:53])[C@@H:42]2[CH2:41][NH:40][CH2:56][CH2:55][C@H:43]12 |f:3.4|. Procedure: The title compound was prepared by following the general method for (5-methyl-6-trifluoromethyl-2,3,4,4a,5,9b-hexahydro-1H-pyrido[4,3-b]indol-8-yl)-pyridin-3-yl-amine (Method A) as an oil (25 mg, 13%) from (4aS,9bR)-8-bromo-6-cyano-5-methyl-1,3,4,4a,5,9b-hexahydro-pyrido[4,3-b]indole-2-carboxylic acid tert-butyl ester (Example 158, 196 mg, 0.5 mmol), 6-trifluoromethyl-pyridin-3-ylamine (141 mg, 1.5 mmol) and NaOt-Bu (144 mg, 1.5 mmol). MS (ESI): 374 (base, M+H).